This data is from the Open Reaction Database (ORD), a public repository of structured organic reaction records. The task is: describe an organic reaction: reactants, conditions, products, and yield The reactants are C(C)(=O)OOC1=C(C2=C(C(=NO2)C=2OC(=CC2)C)C(=C1)CC)Cl (ethyl[7-chloro-3-(5-methyl-2-furyl)-1,2-benzisoxazol-6-yl]oxy acetate), [OH-].[Na+] (sodium hydroxide), C(C)O (ethyl alcohol), Cl (hydrochloric acid). The solvent is O (water). Conditions: time 1.5 hour. Yields the product ClC1=C(C=CC=2C(=NOC21)C=2OC(=CC2)C)OCC(=O)O ({[7-chloro-3-(5-methyl-2-furyl)-1,2-benzisoxazol-6-yl]oxy}acetic acid). RXN SMILES: C(O[O:5][C:6]1[CH:20]=[C:19](CC)[C:9]2[C:10]([C:13]3[O:14][C:15]([CH3:18])=[CH:16][CH:17]=3)=[N:11][O:12][C:8]=2[C:7]=1[Cl:23])(=O)C.[OH-:24].[Na+].Cl.[CH2:27]([OH:29])[CH3:28]>O>[Cl:23][C:7]1[C:8]2[O:12][N:11]=[C:10]([C:13]3[O:14][C:15]([CH3:18])=[CH:16][CH:17]=3)[C:9]=2[CH:19]=[CH:20][C:6]=1[O:5][CH2:28][C:27]([OH:24])=[O:29] |f:1.2|. Procedure details: To a suspension of 15.0 g of ethyl[7-chloro-3-(5-methyl-2-furyl)-1,2-benzisoxazol-6-yl]oxy acetate, Example 10, in 800 ml of ethyl alcohol there is added 10 ml of a 50% sodium hydroxide solution. The reaction mixture is refluxed with vigorous stirring for 1.5 hours and 100 ml of 5% hydrochloric acid is added thereto. The resulting solution is sequentially chilled and diluted with water as the product begins to crystallize. The product is collected by filtration and recrystallized from methyl alc... As a reaction SMILES: [C:37]([O:38][CH3:39])([CH3:40])([CH3:41])[CH3:42].[CH:18]([CH3:19])([CH3:20])[N:21]1[CH2:22][CH2:23][CH:24]([O:27][S:28]([CH3:29])(=[O:30])=[O:31])[CH2:25][CH2:26]1.[H-:17].[Na+:16].[Na+:45].[O:32]=[CH:33][N:34]([CH3:35])[CH3:36].[OH-:44].[OH2:43].[OH:1][c:2]1[cH:3][cH:4][c:5]([C:8]2([C:14]#[N:15])[CH2:9][CH2:10][O:11][CH2:12][CH2:13]2)[cH:6][cH:7]1>>[O:1]([c:2]1[cH:3][cH:4][c:5]([C:8]2([C:14]#[N:15])[CH2:9][CH2:10][O:11][CH2:12][CH2:13]2)[cH:6][cH:7]1)[CH:24]1[CH2:23][CH2:22][N:21]([CH:18]([CH3:19])[CH3:20])[CH2:26][CH2:25]1. Starting materials: COC(C)(C)C, CC(C)N1CCC(OS(C)(=O)=O)CC1, [H-], [Na+], [Na+], CN(C)C=O, [OH-], O, N#CC1(c2ccc(O)cc2)CCOCC1. Yields the product CC(C)N1CCC(Oc2ccc(C3(C#N)CCOCC3)cc2)CC1. Reported procedure: To a solution of 240 mg (0.54 mmol) of 3-[2(diethylamino)ethyl]-4-phenyl-4-trichloromethyl-2-oxo -1,2,3,4-tetrahydropyrido[2,3-d]pyrimidine in 10 mL of dimethylformamide was added 82 mg (1.26 mmol) of sodium borohydride at temperature of 5° C. to 15° C. After being stirred for 3 hours at ambient temperature, the reaction mixture was poured onto ice water, and the mixture was extracted with ethyl acetate. The organic layer separated was washed with water and then with brine, dried on anhydrous so... Product: C(C)N(CCN1C(NC2=C(C1C1=CC=CC=C1)C=CC=N2)=O)CC (3-[2-(diethylamino)ethyl]-4-phenyl-2-oxo-1,2,3,4-tetrahydropyrido[2,3-d]pyrimidine). Run at time 3 hour. Solvent: CN(C=O)C (dimethylformamide). RXN SMILES: [CH2:1]([N:3]([CH2:27][CH3:28])[CH2:4][CH2:5][N:6]1[C:11]([C:16]2[CH:21]=[CH:20][CH:19]=[CH:18][CH:17]=2)(C(Cl)(Cl)Cl)[C:10]2[CH:22]=[CH:23][CH:24]=[N:25][C:9]=2[NH:8][C:7]1=[O:26])[CH3:2].[BH4-].[Na+]>CN(C)C=O>[CH2:27]([N:3]([CH2:1][CH3:2])[CH2:4][CH2:5][N:6]1[CH:11]([C:16]2[CH:21]=[CH:20][CH:19]=[CH:18][CH:17]=2)[C:10]2[CH:22]=[CH:23][CH:24]=[N:25][C:9]=2[NH:8][C:7]1=[O:26])[CH3:28] |f:1.2|. Reactants: C(C)N(CCN1C(NC2=C(C1(C(Cl)(Cl)Cl)C1=CC=CC=C1)C=CC=N2)=O)CC (3-[2(diethylamino)ethyl]-4-phenyl-4-trichloromethyl-2-oxo -1,2,3,4-tetrahydropyrido[2,3-d]pyrimidine), [BH4-].[Na+] (sodium borohydride). Yield: 63.0%. The product is O=Cc1c(-c2cccnc2)[nH]c2ccccc12. Starting materials: CN(C)C=O, O=P(Cl)(Cl)Cl, c1cncc(-c2cc3ccccc3[nH]2)c1. RXN SMILES: [CH3:21][N:22]([CH:23]=[O:24])[CH3:25].[P:1]([Cl:2])([Cl:3])([Cl:4])=[O:5].[n:6]1[cH:7][c:8](-[c:12]2[nH:13][c:14]3[cH:15][cH:16][cH:17][cH:18][c:19]3[cH:20]2)[cH:9][cH:10][cH:11]1>>[n:6]1[cH:7][c:8](-[c:12]2[nH:13][c:14]3[cH:15][cH:16][cH:17][cH:18][c:19]3[c:20]2[CH:23]=[O:24])[cH:9][cH:10][cH:11]1. Reactants: C(C)OC(C(CCC=C)(C=1SC=CC1)CCC=C)=O (2-but-3-enyl-2-thiophen-2-yl-hex-5-enoic acid ethyl ester). Reagents/catalysts: Cl[Ru](Cl)([P](C1CCCCC1)(C2CCCCC2)C3CCCCC3)([P](C4CCCCC4)(C5CCCCC5)C6CCCCC6)=CC7=CC=CC=C7 (Grubbs Catalyst). The solvent is ClCCl (dichloromethane). Conditions: time 20 hour. The product is C(C)OC(=O)C1(CCC=CCC1)C=1SC=CC1 (1-Thiophen-2-yl-cyclohept-4-enecarboxylic acid ethyl ester). Yield: 90.9%. As a reaction SMILES: [CH2:1]([O:3][C:4](=[O:19])[C:5]([CH2:15][CH2:16][CH:17]=[CH2:18])([C:10]1[S:11][CH:12]=[CH:13][CH:14]=1)[CH2:6][CH2:7]C=C)[CH3:2]>ClCCl.Cl[Ru](=CC1C=CC=CC=1)([P](C1CCCCC1)(C1CCCCC1)C1CCCCC1)([P](C1CCCCC1)(C1CCCCC1)C1CCCCC1)Cl>[CH2:1]([O:3][C:4]([C:5]1([C:10]2[S:11][CH:12]=[CH:13][CH:14]=2)[CH2:6][CH2:7][CH:18]=[CH:17][CH2:16][CH2:15]1)=[O:19])[CH3:2] |^1:31,50|. Reported procedure: To 2-but-3-enyl-2-thiophen-2-yl-hex-5-enoic acid ethyl ester (Example 5a) (3.18 g) in dichloromethane (100 mL) was added Grubbs Catalyst (2nd Generation, Sigma-Aldrich Company Ltd) (0.100 g). The mixture was warmed to reflux under nitrogen. After 20 hours the mixture was allowed to cool to room temperature and evaporated to an oil. Purification by column chromatography on silica eluting with ethyl acetate/isohexane (10:90) to yield the sub-titled compound (2.60 g) as a coloured oil. Reactants: CN(C)C=O, Cc1ccc(CS(=O)(=O)[O-])cc1, [Na+], O=S(Cl)Cl. Product: Cc1ccc(CS(=O)(=O)Cl)cc1. Reaction SMILES: [CH3:18][N:19]([CH3:20])[CH:21]=[O:22].[CH3:1][c:2]1[cH:3][cH:4][c:5]([CH2:6][S:7](=[O:8])(=[O:9])[O-:10])[cH:11][cH:12]1.[Na+:13].[S:14]([Cl:15])([Cl:16])=[O:17]>>[CH3:1][c:2]1[cH:3][cH:4][c:5]([CH2:6][S:7](=[O:8])(=[O:9])[Cl:16])[cH:11][cH:12]1. Reaction SMILES: [C:1]([O:5][C:6](=[O:43])[C@@H:7]([NH:33][S:34]([C:37]1[CH:42]=[CH:41][CH:40]=[CH:39][CH:38]=1)(=[O:36])=[O:35])[CH2:8][NH:9][C:10](=[O:32])[C:11]1[CH:16]=[CH:15][C:14]([O:17][CH2:18][CH2:19][C:20]2[N:21]=[CH:22][N:23]([CH2:25][C:26]3[CH:31]=[CH:30][CH:29]=[CH:28][CH:27]=3)[CH:24]=2)=[CH:13][CH:12]=1)(C)(C)[CH3:2].C(O)(C(F)(F)F)=[O:45]>C(Cl)Cl>[CH2:1]([OH:5])[CH3:2].[NH4+:9].[OH-:45].[OH2:5].[CH2:25]([N:23]1[CH:24]=[C:20]([CH2:19][CH2:18][O:17][C:14]2[CH:13]=[CH:12][C:11]([C:10]([NH:9][CH2:8][C@H:7]([NH:33][S:34]([C:37]3[CH:38]=[CH:39][CH:40]=[CH:41][CH:42]=3)(=[O:36])=[O:35])[C:6]([OH:43])=[O:5])=[O:32])=[CH:16][CH:15]=2)[N:21]=[CH:22]1)[C:26]1[CH:31]=[CH:30][CH:29]=[CH:28][CH:27]=1 |f:3.4.5.6|. Reactants: C(C)(C)(C)OC([C@H](CNC(C1=CC=C(C=C1)OCCC=1N=CN(C1)CC1=CC=CC=C1)=O)NS(=O)(=O)C1=CC=CC=C1)=O (4-[2-(1-Benzyl-imidazol-4-yl)ethyloxy]benzoyl-2(S)-phenylsulfonylamino-β-alanine tert-butyl ester), C(=O)(C(F)(F)F)O (TFA). Yields the product C(C)O.[NH4+].[OH-].O (ethanol NH4OH H2O), C(C1=CC=CC=C1)N1C=NC(=C1)CCOC1=CC=C(C(=O)NC[C@@H](C(=O)O)NS(=O)(=O)C2=CC=CC=C2)C=C1 (4-[2-(1-Benzylimidazol-4-yl)ethyloxy]benzoyl-2(S)-phenylsulfonylamino-β-alanine). Procedure details: A solution of 3-7 (252 mg, 0.42 mmol), TFA (3 mL) and CH2Cl2 (10 mL) was stirred at ambient temperature for 3 h, followed by concentration. Flash chromatography (silica, 9:0.5:0.5 ethanol/NH4OH/H2O (2×)) gave 3-8 as a viscous gum. Rf 0.08 (silica, 9:0.5:0.5 ethanol/NH4OH/H2O). Run in C(Cl)Cl (CH2Cl2). Starting materials: [H-].[Na+] (sodium hydride), C(C)S (ethylmercaptan), COC1=C2CCC(CC2=CC=C1)N(CCC)CCCSC (1,2,3,4-tetrahydro-5-methoxy-2-[N-(3-methylthiopropyl)-N-propylamino]-naphthalene). The solvent is CN(C=O)C (dimethylformamide), CN(C=O)C (dimethylformamide). Reaction conditions: time 20 hour. Product: OC1=C2CCC(CC2=CC=C1)N(CCC)CCCSC (1,2,3,4-tetrahydro-5-hydroxy-2-[N-(3-methylthiopropyl)-N-propylamino]naphthalene). Reaction SMILES: [H-].[Na+].C(S)C.C[O:7][C:8]1[CH:17]=[CH:16][CH:15]=[C:14]2[C:9]=1[CH2:10][CH2:11][CH:12]([N:18]([CH2:22][CH2:23][CH2:24][S:25][CH3:26])[CH2:19][CH2:20][CH3:21])[CH2:13]2>CN(C)C=O>[OH:7][C:8]1[CH:17]=[CH:16][CH:15]=[C:14]2[C:9]=1[CH2:10][CH2:11][CH:12]([N:18]([CH2:22][CH2:23][CH2:24][S:25][CH3:26])[CH2:19][CH2:20][CH3:21])[CH2:13]2 |f:0.1|. Procedure details: 1 g sodium hydride in 40 g dimethylformamide is treated at 0° with 3.3 ml ethylmercaptan. 4.5 g 1,2,3,4-tetrahydro-5-methoxy-2-[N-(3-methylthiopropyl)-N-propylamino]-naphthalene in 30 ml dimethylformamide are added. The reaction mixture is stirred for 20 hours at 120°, cooled, concentrated and partitioned between ether and 2 N hydrochloric acid. The aqueous phase is adjusted to pH 11 at 5° and extracted with methylene chloride. The organic phase is dried, filtered and concentrated to give the cr...